describe an organic reaction: reactants, conditions, products, and yield From a dataset of the Open Reaction Database (ORD), a public repository of structured organic reaction records. Reactants: compound, N1CCC(CC1)N1C(C2=CC=CC=C2C1)=O (2-(4-piperidinyl)-2,3-dihydro-1H-isoindol-1-one), C(C)OCC (Ethyl ether), Cl (HCl), C(C)OCC (ethyl ether), C([O-])([O-])=O.[K+].[K+] (potassium carbonate). Run in CO (methanol), CN(C)C=O (DMF). Run at temperature 55 celsius, time 8 hour. Product: Cl.O(C1=CC=CC=C1)C1=C(C=CC=C1)\C=C/CN1CCC(CC1)N1C(C2=CC=CC=C2C1)=O ((Z)-2,3-Dihydro-2-[1-[3-(2-phenoxyphenyl)-2-propenyl]-4-piperidinyl]-1H-isoindol-1-one, monohydrochloride). Yield: 80.0%. Reaction SMILES: [NH:1]1[CH2:6][CH2:5][CH:4]([N:7]2[CH2:15][C:14]3[C:9](=[CH:10][CH:11]=[CH:12][CH:13]=3)[C:8]2=[O:16])[CH2:3][CH2:2]1.C(=O)([O-])[O-].[K+].[K+].[CH2:23]([O:25][CH2:26][CH3:27])[CH3:24].[ClH:28]>CN(C=O)C.CO>[ClH:28].[O:25]([C:26]1[CH:2]=[CH:3][CH:4]=[CH:5][C:27]=1/[CH:12]=[CH:13]\[CH2:14][N:1]1[CH2:6][CH2:5][CH:4]([N:7]2[CH2:15][C:14]3[C:9](=[CH:10][CH:11]=[CH:12][CH:13]=3)[C:8]2=[O:16])[CH2:3][CH2:2]1)[C:23]1[CH:11]=[CH:10][CH:9]=[CH:8][CH:24]=1 |f:1.2.3,8.9|. Procedure: To a solution of Part E compound (600 mg, 2.45 mmol) in DMF (20 mL) was added Example 2 Part A compound (2-(4-piperidinyl)-2,3-dihydro-1H-isoindol-1-one) (530 mg, 2.45 mmol) followed by anhydrous potassium carbonate (372 mg, 2.69 mmol). The reaction was stirred at 55° C. overnight. The reaction was cooled to RT. Ethyl ether (200 mL) was added to dilute the reaction, and the organic layer was washed with water (2×50 mL), brine (2×50 mL) and dried over MgSO4. Evaporation gave a crude oil. Purifica... As a reaction SMILES: [CH2:36]1[CH2:37][CH2:38][NH:39][CH2:40][CH2:41]1.[CH3:42][CH2:43][OH:44].[CH:1]1([NH:4][c:5]2[cH:6][c:7]([N:16]3[CH2:17][CH2:18][N:19]([C:22](=[O:23])[O:24][C:25]([CH3:26])([CH3:27])[CH3:28])[CH2:20][CH2:21]3)[n:8][c:9]3[n:10]2[n:11][cH:12][c:13]3[CH:14]=[O:15])[CH2:2][CH2:3]1.[O:29]=[C:30]1[CH2:31][NH:32][C:33](=[O:34])[NH:35]1>>[CH:1]1([NH:4][c:5]2[cH:6][c:7]([N:16]3[CH2:17][CH2:18][N:19]([C:22](=[O:23])[O:24][C:25]([CH3:26])([CH3:27])[CH3:28])[CH2:20][CH2:21]3)[n:8][c:9]3[n:10]2[n:11][cH:12][c:13]3[CH:14]=[C:31]2[C:30](=[O:29])[NH:35][C:33](=[O:34])[NH:32]2)[CH2:2][CH2:3]1. Yields the product CC(C)(C)OC(=O)N1CCN(c2cc(NC3CC3)n3ncc(C=C4NC(=O)NC4=O)c3n2)CC1. Starting materials: C1CCNCC1, CCO, CC(C)(C)OC(=O)N1CCN(c2cc(NC3CC3)n3ncc(C=O)c3n2)CC1, O=C1CNC(=O)N1. Starting materials: O=C(CCCCl)C=1C=C2CCC(NC2=CC1)=O (6-(1-oxo-4-chlorobutyl)-3,4-dihydrocarbostyril), [BH4-].[Na+] (sodium borohydride). The solvent is CO (methanol). The product is OC(CCCCl)C=1C=C2CCC(NC2=CC1)=O (6-(1-hydroxy-4-chlorobutyl)-3,4-dihydrocarbostyril). RXN SMILES: [O:1]=[C:2]([C:7]1[CH:8]=[C:9]2[C:14](=[CH:15][CH:16]=1)[NH:13][C:12](=[O:17])[CH2:11][CH2:10]2)[CH2:3][CH2:4][CH2:5][Cl:6].[BH4-].[Na+]>CO>[OH:1][CH:2]([C:7]1[CH:8]=[C:9]2[C:14](=[CH:15][CH:16]=1)[NH:13][C:12](=[O:17])[CH2:11][CH2:10]2)[CH2:3][CH2:4][CH2:5][Cl:6] |f:1.2|. Reported procedure: 2.0 Grams of 6-(1-oxo-4-chlorobutyl)-3,4-dihydrocarbostyril was mixed with 100 ml of methanol, and the mixture was stirred at a room temperature. Then 1.0 g of sodium borohydride was added to the mixture gradually. After the reaction mixture was stirred at a room temperature for 2 hours, methanol was removed by distillation under a reduced pressure. The residue was extracted with chloroform and the chloroform layer was washed with water, and dried. Chloroform was removed by distillation under a ... The reactants are Cc1cc(C)cc(C(=O)c2c(C(C)C)c(=O)[nH]c(=O)n2CC=CCCl)c1, [N-]=[N+]=[N-], [Na+], CN(C)C=O. Yields the product Cc1cc(C)cc(C(=O)c2c(C(C)C)c(=O)[nH]c(=O)n2CC=CCN=[N+]=[N-])c1. Reaction SMILES: [Cl:1][CH2:2][CH:3]=[CH:4][CH2:5][n:6]1[c:7](=[O:26])[nH:8][c:9](=[O:25])[c:10]([CH:22]([CH3:23])[CH3:24])[c:11]1[C:12]([c:13]1[cH:14][c:15]([CH3:20])[cH:16][c:17]([CH3:19])[cH:18]1)=[O:21].[N-:28]=[N+:29]=[N-:30].[Na+:27].[O:31]=[CH:32][N:33]([CH3:34])[CH3:35]>>[CH2:2]([CH:3]=[CH:4][CH2:5][n:6]1[c:7](=[O:26])[nH:8][c:9](=[O:25])[c:10]([CH:22]([CH3:23])[CH3:24])[c:11]1[C:12]([c:13]1[cH:14][c:15]([CH3:20])[cH:16][c:17]([CH3:19])[cH:18]1)=[O:21])[N:28]=[N+:29]=[N-:30]. Reactants: FC=1C(=C(C(=C(C1)F)F)F)F (pentafluorobenzene), C(C)(C)(C)[Li].CCCCC (tertbutyllithium pentane), FC1=C(C(=C(C(=C1B(C1=C(C(=C(C(=C1F)F)F)F)F)C1=C(C(=C(C(=C1F)F)F)F)F)F)F)F)F.C1(=CC=CC=C1)C (tris(pentafluorophenyl)borane toluene). Run in C(C)OCC (diethyl ether). Reaction conditions: time 2.5 hour. Yields the product FC1=C(C(=C(C(=C1[B-](C1=C(C(=C(C(=C1F)F)F)F)F)(C1=C(C(=C(C(=C1F)F)F)F)F)C1=C(C(=C(C(=C1F)F)F)F)F)F)F)F)F.[Li+] (lithium tetrakis(pentafluorophenyl)borate). As a reaction SMILES: [F:1][C:2]1[C:3]([F:11])=[C:4]([F:10])[C:5]([F:9])=[C:6]([F:8])[CH:7]=1.C([Li:16])(C)(C)C.CCCCC.[F:22][C:23]1[C:28]([B:29]([C:41]2[C:46]([F:47])=[C:45]([F:48])[C:44]([F:49])=[C:43]([F:50])[C:42]=2[F:51])[C:30]2[C:35]([F:36])=[C:34]([F:37])[C:33]([F:38])=[C:32]([F:39])[C:31]=2[F:40])=[C:27]([F:52])[C:26]([F:53])=[C:25]([F:54])[C:24]=1[F:55].C1(C)C=CC=CC=1>C(OCC)C>[F:1][C:2]1[C:7]([B-:29]([C:30]2[C:35]([F:36])=[C:34]([F:37])[C:33]([F:38])=[C:32]([F:39])[C:31]=2[F:40])([C:41]2[C:46]([F:47])=[C:45]([F:48])[C:44]([F:49])=[C:43]([F:50])[C:42]=2[F:51])[C:28]2[C:27]([F:52])=[C:26]([F:53])[C:25]([F:54])=[C:24]([F:55])[C:23]=2[F:22])=[C:6]([F:8])[C:5]([F:9])=[C:4]([F:10])[C:3]=1[F:11].[Li+:16] |f:1.2,3.4,6.7|. Procedure: To a solution of pentafluorobenzene (4.40 g, 26.2 mmol) and diethyl ether (50 ml) was added dropwise a 20 wt. % tertbutyllithium/pentane solution (7.98 g, 25.0 mmol) while Keeping the temperature of the reaction mixture at -55° to -65° C., and, after the completion of dropwise addition, the mixture was stirred for about 0-5 hours while keeping the temperature at -25° to -50 ° C. Thereafter, a 20.0 wt. % tris(pentafluorophenyl)borane/toluene solution (63.8 g, 25.0 mmol) was mixed while keeping th... Reagents/catalysts: [Ni] (Raney nickel). Reactants: C1(CCCCC1)CN1CCC(CC1)=O (1-cyclohexylmethylpiperid-4-one), N (ammonia). As a reaction SMILES: [CH:1]1([CH2:7][N:8]2[CH2:13][CH2:12][C:11](=O)[CH2:10][CH2:9]2)[CH2:6][CH2:5][CH2:4][CH2:3][CH2:2]1.[NH3:15]>[Ni]>[CH:1]1([CH2:7][N:8]2[CH2:13][CH2:12][CH:11]([NH2:15])[CH2:10][CH2:9]2)[CH2:6][CH2:5][CH2:4][CH2:3][CH2:2]1. Yields the product C1(CCCCC1)CN1CCC(CC1)N (1-cyclohexylmethyl-4-aminopiperidine). Reported procedure: A solution of 1-cyclohexylmethylpiperid-4-one (65 g; 0.33 moles in a saturated ethanolic solution of ammonia (350 ml) was hydrogenated in the presence of Raney nickel catalyst (6.5 g) at 75° C. and 13 atmospheres for 3.5 hours. The mixture was cooled, the catalyst filtered off and the solvent removed by distillation in vacuo. The residue was treated with a saturated ethanolic solution of hydrogen chloride, and the insoluble dihydrochloride was filtered off, treated with an aqueous solution of so... Conditions: time 3.5 hour. Reactants: C1CCOC1, Nc1ccc(N2CCOCC2)cc1, CCn1nc(C)cc1C(=O)Nc1ccc(C(=O)c2ccc3c(c2)C(=CO)C(=O)N3)cc1. Product: CCn1nc(C)cc1C(=O)Nc1ccc(C(=O)c2ccc3c(c2)C(=CNc2ccc(N4CCOCC4)cc2)C(=O)N3)cc1. RXN SMILES: [CH2:45]1[O:46][CH2:47][CH2:48][CH2:49]1.[NH2:32][c:33]1[cH:34][cH:35][c:36]([N:39]2[CH2:40][CH2:41][O:42][CH2:43][CH2:44]2)[cH:37][cH:38]1.[OH:1][CH:2]=[C:3]1[C:4](=[O:31])[NH:5][c:6]2[cH:7][cH:8][c:9]([C:12](=[O:13])[c:14]3[cH:15][cH:16][c:17]([NH:20][C:21](=[O:22])[c:23]4[n:24]([CH2:29][CH3:30])[n:25][c:26]([CH3:28])[cH:27]4)[cH:18][cH:19]3)[cH:10][c:11]21>>[CH:2](=[C:3]1[C:4](=[O:31])[NH:5][c:6]2[cH:7][cH:8][c:9]([C:12](=[O:13])[c:14]3[cH:15][cH:16][c:17]([NH:20][C:21](=[O:22])[c:23]4[n:24]([CH2:29][CH3:30])[n:25][c:26]([CH3:28])[cH:27]4)[cH:18][cH:19]3)[cH:10][c:11]21)[NH:32][c:33]1[cH:34][cH:35][c:36]([N:39]2[CH2:40][CH2:41][O:42][CH2:43][CH2:44]2)[cH:37][cH:38]1. Reactants: [OH-].[Na+] (NaOH), FC(CN1C(=NC(=C1)C(=O)OCC)C)F (Ethyl 1-(2,2-difluoroethyl)-2-methyl-1H-imidazole-4-carboxylate), Cl (HCl). Run in C1CCOC1 (THF), CO (methanol). Conditions: time 2.5 hour. The product is FC(CN1C(=NC(=C1)C(=O)O)C)F (1-(2,2-Difluoroethyl)-2-methyl-1H-imidazole-4-carboxylic acid). Yield: 67.3%. RXN SMILES: [F:1][CH:2]([F:15])[CH2:3][N:4]1[CH:8]=[C:7]([C:9]([O:11]CC)=[O:10])[N:6]=[C:5]1[CH3:14].[OH-].[Na+].Cl>CO.C1COCC1>[F:15][CH:2]([F:1])[CH2:3][N:4]1[CH:8]=[C:7]([C:9]([OH:11])=[O:10])[N:6]=[C:5]1[CH3:14] |f:1.2|. Reported procedure: Ethyl 1-(2,2-difluoroethyl)-2-methyl-1H-imidazole-4-carboxylate (1.375 mmol, 300 mg) was dissolved in methanol (0.5 ml) and THF (4 ml). NaOH 2 M (4.12 mmol, 2.062 ml) was added and the resulting mixture was stirred for 2.5 h at RT. The pH of the mixture was adjusted to about 6 with 5 M HCl and the solvents were evaporated. Ethanol was added and filtered. The filtrate was evaporated. 176 mg of the title compound was obtained. The two isomers formed in the previous reaction were still present. Iso... Reactants: CNOC, ClCCl, Cl, O=C(O)c1cc(F)c(F)c(F)c1, On1nnc2ccccc21. Yields the product CON(C)C(=O)c1cc(F)c(F)c(F)c1. As a reaction SMILES: [CH3:13][NH:14][O:15][CH3:16].[Cl:28][CH2:29][Cl:30].[ClH:17].[F:1][c:2]1[cH:3][c:4]([C:5](=[O:6])[OH:7])[cH:8][c:9]([F:12])[c:10]1[F:11].[OH:18][n:19]1[c:20]2[c:21]([cH:22][cH:23][cH:24][cH:25]2)[n:26][n:27]1>>[F:1][c:2]1[cH:3][c:4]([C:5](=[O:6])[N:14]([CH3:13])[O:15][CH3:16])[cH:8][c:9]([F:12])[c:10]1[F:11].